This data is from the Open Reaction Database (ORD), a public repository of structured organic reaction records. The task is: describe an organic reaction: reactants, conditions, products, and yield The reactants are C(C)ON=C(C(=O)OC)C(=O)OC (dimethyl ethoxyiminomalonate), [OH-].[NH4+] (ammonium hydroxide), Cl (hydrochloric acid). Solvent: CO (methanol). Reaction conditions: time 2.5 hour. Yields the product C(N)(=O)C(C(=O)OC)=NOCC (methyl 2-carbamoyl-2-ethoxyiminoacetate). As a reaction SMILES: [CH2:1]([O:3][N:4]=[C:5]([C:10]([O:12][CH3:13])=[O:11])[C:6](OC)=[O:7])[CH3:2].[OH-].[NH4+:15].Cl>CO>[C:6]([C:5](=[N:4][O:3][CH2:1][CH3:2])[C:10]([O:12][CH3:13])=[O:11])(=[O:7])[NH2:15] |f:1.2|. Procedure details: A mixture of dimethyl ethoxyiminomalonate (57.4 g) and conc. ammonium hydroxide (50 ml) in methanol (150 ml) was stirred for 2.5 hours at room temperature. The mixture was adjusted to pH 4 with conc. hydrochloric acid under cooling and concentrated to 70 ml under reduced pressure. The aqueous solution was stood in a refrigerator for one hour and the resulting precipitates were collected by filtration, washed with cold water and dried to give methyl 2-carbamoyl-2-ethoxyiminoacetate (syn isomer) (... Starting materials: ClC(=O)OC1=CC=C(C=C1)[N+](=O)[O-] (4-nitrophenyl chloroformate), C(C1=CC=CC=C1)(C1=CC=CC=C1)N1CC(C1)OC1=NC=C(C=C1)C1=C(C=CC=C1)F (2-(1-Benzhydryl-azetidin-3-yloxy)-5-(2-fluoro-phenyl)-pyridine). Solvent: ClCCl (dichloromethane), ClCCl (dichloromethane). Conditions: time 18 hour. The product is [N+](=O)([O-])C1=CC=C(C=C1)OC(=O)N1CC(C1)OC1=NC=C(C=C1)C1=C(C=CC=C1)F (3-[5-(2-Fluoro-phenyl)-pyridin-2-yloxy]-azetidine-1-carboxylic acid 4-nitro-phenyl ester). RXN SMILES: Cl[C:2]([O:4][C:5]1[CH:10]=[CH:9][C:8]([N+:11]([O-:13])=[O:12])=[CH:7][CH:6]=1)=[O:3].C([N:27]1[CH2:30][CH:29]([O:31][C:32]2[CH:37]=[CH:36][C:35]([C:38]3[CH:43]=[CH:42][CH:41]=[CH:40][C:39]=3[F:44])=[CH:34][N:33]=2)[CH2:28]1)(C1C=CC=CC=1)C1C=CC=CC=1>ClCCl>[N+:11]([C:8]1[CH:9]=[CH:10][C:5]([O:4][C:2]([N:27]2[CH2:30][CH:29]([O:31][C:32]3[CH:37]=[CH:36][C:35]([C:38]4[CH:43]=[CH:42][CH:41]=[CH:40][C:39]=4[F:44])=[CH:34][N:33]=3)[CH2:28]2)=[O:3])=[CH:6][CH:7]=1)([O-:13])=[O:12]. Procedure details: 4-nitrophenyl chloroformate (734 mg g, 3.64 mmol) was added to a stirred solution of 2-(1-Benzhydryl-azetidin-3-yloxy)-5-(2-fluoro-phenyl)-pyridine (996 mg, 2.43 mol) in dichloromethane (25 mL) at ambient temperature. The resulting solution was stirred at ambient temperature for 18 hr, diluted with dichloromethane (150 mL) and washed sequentially with sat. aqueous sodium hydrogen carbonate solution (3×150 mL) then sat. sodium chloride solution (150 mL). The organic phase was dried over magnesium... The reactants are O1C=C1CCCCCCCCCCCCCCCC (1,2-Epoxyoctadecene), O1C(CCCC1)OCC(OC)CO (2-methylglycerol monotetrahydropyranyl ether). Product: O1C(CCCC1)OCC(COCC(CCCCCCCCCCCCCCCC)O)OC (3-(2-Hydroxyoctadecyloxy)-2-methoxypropyl tetrahydropyranyl ether). Yield: 54.2%. RXN SMILES: [O:1]1[C:3]([CH2:4][CH2:5][CH2:6][CH2:7][CH2:8][CH2:9][CH2:10][CH2:11][CH2:12][CH2:13][CH2:14][CH2:15][CH2:16][CH2:17][CH2:18][CH3:19])=[CH:2]1.[O:20]1[CH2:25][CH2:24][CH2:23][CH2:22][CH:21]1[O:26][CH2:27][CH:28]([CH2:31][OH:32])[O:29][CH3:30]>>[O:20]1[CH2:25][CH2:24][CH2:23][CH2:22][CH:21]1[O:26][CH2:27][CH:28]([O:29][CH3:30])[CH2:31][O:32][CH2:2][CH:3]([OH:1])[CH2:4][CH2:5][CH2:6][CH2:7][CH2:8][CH2:9][CH2:10][CH2:11][CH2:12][CH2:13][CH2:14][CH2:15][CH2:16][CH2:17][CH2:18][CH3:19]. Procedure details: The above 1,2-epoxyoctadecane (23) (5.5 g, 20.5 mmoles) was reacted with 7.8 g (41 mmoles) of 2-methylglycerol monotetrahydropyranyl ether in the same manner as Example 1-2 to give 5.1 g (55%) of the desired compound (24) as a colorless wax. Reactants: FB(F)F, Fc1ccc(Br)cc1Br, [Li]CCCC, CCOCC, C1CC2CON=C2CO1. Yields the product Fc1ccc(Br)cc1C12COCCC1CON2. As a reaction SMILES: [B:29]([F:30])([F:31])[F:32].[Br:1][c:2]1[cH:3][c:4]([Br:9])[c:5]([F:8])[cH:6][cH:7]1.[CH2:10]([Li:11])[CH2:12][CH2:13][CH3:14].[CH2:24]([O:25][CH2:26][CH3:27])[CH3:28].[N:15]1=[C:19]2[CH:18]([CH2:17][O:16]1)[CH2:23][CH2:22][O:21][CH2:20]2>>[Br:1][c:2]1[cH:3][c:4]([C:19]23[NH:15][O:16][CH2:17][CH:18]2[CH2:23][CH2:22][O:21][CH2:20]3)[c:5]([F:8])[cH:6][cH:7]1. Starting materials: FC(C1=C(CCl)C=CC=C1)(F)F (2-trifluoromethylbenzyl chloride), O.C1(=CC(O)=CC(C)=C1)O (Orcinol monohydrate), [H-].[Na+] (sodium hydride). Run in CN(C=O)C (N,N-dimethylformamide), CN(C=O)C (N,N-dimethylformarnide), CN(C=O)C (N,N-dimethylformamide). Reaction conditions: time 30 minute. Yields the product CC=1C=C(C=C(C1)O)OCC1=C(C=CC=C1)C(F)(F)F (5-Methyl-3-(2-trifluoromethylbenzyloxy)phenol). The yield is 41.1%. RXN SMILES: O.[C:2]1([OH:10])[CH:9]=[C:7]([CH3:8])[CH:6]=[C:4]([OH:5])[CH:3]=1.[H-].[Na+].[F:13][C:14]([F:24])([F:23])[C:15]1[CH:22]=[CH:21][CH:20]=[CH:19][C:16]=1[CH2:17]Cl>CN(C)C=O>[CH3:8][C:7]1[CH:9]=[C:2]([O:10][CH2:17][C:16]2[CH:19]=[CH:20][CH:21]=[CH:22][C:15]=2[C:14]([F:13])([F:23])[F:24])[CH:3]=[C:4]([OH:5])[CH:6]=1 |f:0.1,2.3|. Procedure: Orcinol monohydrate (4.30 g, 30 mmol) in N,N-dimethylformarnide (20 mL) was added to a suspension of sodium hydride (1.5 g, 60 mmol) in N,N-dimethylformamide (30 mL), and the mixture was stirred at ambient temperature for 30 minutes. To the above solution was slowly added 2-trifluoromethylbenzyl chloride (5.0 g,25 mmol) in N,N-dimethylformamide (10 mL). The mixture was stirred at ambient temperature for 3 hours. After carefully quenching with water (100 mL), the mixture was extracted with ethyl ... Yields the product C(C=CC1=CC=CC=C1)(=O)O (Cinnamic acid). Reactants: C(C1=CC=CC=C1)=O (benzaldehyde), C=C=O (ketene), C(C)(=O)[O-].[Na+] (sodium acetate). Reaction SMILES: [CH:1](=O)[C:2]1[CH:7]=[CH:6][CH:5]=[CH:4][CH:3]=1.C=C=O.[C:12]([O-:15])(=[O:14])[CH3:13].[Na+]>>[C:12]([OH:15])(=[O:14])[CH:13]=[CH:1][C:2]1[CH:7]=[CH:6][CH:5]=[CH:4][CH:3]=1 |f:2.3|. Procedure: The reaction of benzaldehyde with ketene at 60° C. with the addition of sodium acetate and subsequent heating of the reaction product to the boiling point is known from Ind. Chem. 41, 768 (1949). Cinnamic acid is thereby obtained in a yield of 40%. The yield is 40.0%. The reactants are Cl.NO (hydroxylamine hydrochloride), O (water), C(=O)(O)[O-].[Na+] (NaHCO3), BrC=1C(=NC=CC1)CC#N ((3-Bromo-pyridin-2-yl)-acetonitrile), BrC=1C(=NC=CC1)CC#N ((3-Bromo-pyridin-2-yl)-acetonitrile). Run in C(C)O (ethanol). Yields the product BrC=1C(=NC=CC1)CC(=N)NO (2-(3-Bromo-pyridin-2-yl)-N-hydroxy-acetamidine). RXN SMILES: Cl.[NH2:2][OH:3].O.C([O-])(O)=O.[Na+].[Br:10][C:11]1[C:12]([CH2:17][C:18]#[N:19])=[N:13][CH:14]=[CH:15][CH:16]=1>C(O)C>[Br:10][C:11]1[C:12]([CH2:17][C:18]([NH:2][OH:3])=[NH:19])=[N:13][CH:14]=[CH:15][CH:16]=1 |f:0.1,3.4|. Procedure details: A vigorously stirred mixture of hydroxylamine hydrochloride (924 mg, 13.3 mmol), water (4 mL), NaHCO3 (1.12 g, 13.3 mmol), 3-bromo-2-cyanomethylpyridine (Intermediate 1) (1.31 g, 6.65 mmol) and ethanol (14 mL) was heated to reflux for 5 h. The reaction mixture was allowed to cool to room temperature, the ethanol was removed in vacuo and the white solid collected by filtration, washing with water (3×10 mL). The wet solid was dried in vacuo at 40° C. for 1 hour to yield 2-(3-Bromo-pyridin-2-yl)-N-...